From a dataset of the Open Reaction Database (ORD), a public repository of structured organic reaction records. describe an organic reaction: reactants, conditions, products, and yield Solvent: C(CO)O (ethylene glycol). As a reaction SMILES: [CH3:1][C:2]([NH:14]C=O)([CH3:13])[CH2:3][C:4]1[C:9]([CH3:10])=[CH:8][C:7]([CH3:11])=[CH:6][C:5]=1[CH3:12].[OH-].[K+]>C(O)CO>[CH3:13][C:2]([NH2:14])([CH3:1])[CH2:3][C:4]1[C:9]([CH3:10])=[CH:8][C:7]([CH3:11])=[CH:6][C:5]=1[CH3:12] |f:1.2|. Product: CC(CC1=C(C=C(C=C1C)C)C)(C)N (1,1-dimethyl-2-(2,4,6-trimethylphenyl)ethylamine). Starting materials: CC(CC1=C(C=C(C=C1C)C)C)(C)NC=O (N-[1,1-dimethyl-2-(2,4,6-trimethylphenyl)ethyl]formamide), [OH-].[K+] (potassium hydroxide), ice. Procedure details: 61 g of N-[1,1-dimethyl-2-(2,4,6-trimethylphenyl)ethyl]formamide is refluxed with 35 g of potassium hydroxide in 155 mL ethylene glycol for 9 hours with stirring and, after the reaction has ended, the mixture is poured onto 1 kg of ice. The aqueous phase is extracted three times with diethyl ether and the solvent is distilled off under reduced pressure. The residue is fractionally distilled. Yield: 48 g (89%); bp15: 135° C.-140° C. The yield is 19.0%. Run at time 8 hour. Reaction SMILES: [Cl:1][C:2]1[CH:7]=[C:6]([C:8]#[C:9][C:10]2[N:11]=[C:12]([CH3:15])[NH:13][CH:14]=2)[CH:5]=[CH:4][N:3]=1.[Cl:16][C:17]1[CH:22]=[CH:21][C:20](B(O)O)=[CH:19][CH:18]=1>ClCCl>[Cl:1][C:2]1[CH:7]=[C:6]([C:8]#[C:9][C:10]2[N:11]=[C:12]([CH3:15])[N:13]([C:20]3[CH:21]=[CH:22][C:17]([Cl:16])=[CH:18][CH:19]=3)[CH:14]=2)[CH:5]=[CH:4][N:3]=1. The reactants are ClC1=NC=CC(=C1)C#CC=1N=C(NC1)C (2-Chloro-4-(2-methyl-1H-imidazol-4-ylethynyl)-pyridine), ClC1=CC=C(C=C1)B(O)O (4-chlorobenzene boronic acid), [Cu(OH)TMEDA]2Cl2. Solvent: ClCCl (dichloromethane). Reported procedure: 2-Chloro-4-(2-methyl-1H-imidazol-4-ylethynyl)-pyridine (150 mg, 0.69 mmol) was dissolved in 30 mL dichloromethane. Powdered molecular sieves (3 A, 200 mg), 4-chlorobenzene boronic acid (216 mg, 1.38 mmol) and [Cu(OH)TMEDA]2Cl2 (113 mg, 0.24 mmol) were added. Oxygen was bubbled through the reaction mixture for 5 minutes and stirring was continued at room temperature overnight. The reaction mixture was filtered through a dicalite speed plus pad and washed with 50 mL dichloromethane. The filtrate w... The product is ClC1=NC=CC(=C1)C#CC=1N=C(N(C1)C1=CC=C(C=C1)Cl)C (2-Chloro-4-[1-(4-chloro-phenyl)-2-methyl-1H-imidazol-4-ylethynyl]-pyridine), solid. The reactants are [Na] (sodium), C1(=CC=CC2=CC=CC=C12)C1=C(CBr)C=CC=C1 (2-(1-Naphthyl)benzyl bromide), [OH-].[K+] (KOH), CC(C(=O)OC)C(=O)OC (dimethyl methylmalonate). The solvent is O (H2O), O (H2O), O (H2O), O (H2O). Run at temperature 130 celsius. Yields the product C1(=CC=CC2=CC=CC=C12)C1=C(CC(C(=O)O)C)C=CC=C1 ((±)-2-(2(1-Naphthyl)benzyl)propionic acid). As a reaction SMILES: [CH3:1][CH:2]([C:7](OC)=O)[C:3]([O:5]C)=[O:4].[Na].[C:12]1([C:22]2[CH:29]=[CH:28][CH:27]=[CH:26][C:23]=2CBr)[C:21]2[C:16](=[CH:17][CH:18]=[CH:19][CH:20]=2)[CH:15]=[CH:14][CH:13]=1.[OH-].[K+]>O>[C:12]1([C:22]2[CH:29]=[CH:28][CH:27]=[CH:26][C:23]=2[CH2:7][CH:2]([CH3:1])[C:3]([OH:5])=[O:4])[C:21]2[C:16](=[CH:17][CH:18]=[CH:19][CH:20]=2)[CH:15]=[CH:14][CH:13]=1 |f:3.4,^1:10|. Procedure details: 75 g (0.43 mmol) of dimethyl methylmalonate dissolved in 50 cm3 of H2O-free EtOH are added dropwise at room temperature to 10 g (0.43 mmol) of sodium in 100 cm3 of H2O-free EtOH. Subsequently, 140 g (0.43 mmol) of 7 in 200 cm3 of H2O-free EtOH were added dropwise and the mixture was heated under reflux for 3 hours. 85 g (1.3 mol) of KOH dissolved in 100 cm3 of H2O were added at room temperature and the mixture was heated under reflux for a further 4 hours. The solvents were removed under reduced... Isolated yield 94.1%. Yields the product C(C1=CC=CC=C1)NCC=CCCCC (N-benzyl-N-(2-heptenyl)amine). Reaction conditions: time 1 hour. Reported procedure: 13 g of potassium carbonate and 20 g of benzylamine were added to 25 ml of N,N-dimethylformamide and, further, 20 g of 2-hexenyl chloride was added and stirred at 100°-120° C. for one hour. After the reaction, 100 ml of an aqueous solution of sodium chloride was added, extracted with ethyl acetate and dried with anhydrous sodium sulfate. After concentration in an evaporator, it was subjected to silica gel column chromatography (hexane/ethyl acetate=1/1, v/v) to obtain 18 g of the aimed compound. Starting materials: C([O-])([O-])=O.[K+].[K+] (potassium carbonate), C(C1=CC=CC=C1)N (benzylamine), C(C=CCCC)Cl (2-hexenyl chloride), aqueous solution, [Cl-].[Na+] (sodium chloride). As a reaction SMILES: [C:1](=O)([O-])[O-].[K+].[K+].[CH2:7]([NH2:14])[C:8]1[CH:13]=[CH:12][CH:11]=[CH:10][CH:9]=1.[CH2:15](Cl)[CH:16]=[CH:17][CH2:18][CH2:19][CH3:20].[Cl-].[Na+]>CN(C)C=O>[CH2:7]([NH:14][CH2:15][CH:16]=[CH:17][CH2:18][CH2:19][CH2:20][CH3:1])[C:8]1[CH:13]=[CH:12][CH:11]=[CH:10][CH:9]=1 |f:0.1.2,5.6|. Solvent: CN(C=O)C (N,N-dimethylformamide). The reactants are C(=O)(OC(C)(C)C)N(C1CCC(CC1)N(C(=O)C1=C(C2=C(S1)C(=CC=C2F)F)Cl)CC=2C=C(C=CC2OC)B(O)O)C (3-{[[4-(BOC-methyl-amino)-cyclohexyl]-(3-chloro-4,7-difluoro-benzo[b]thiophene-2-carbonyl)-amino]-methyl}-4-methoxy-benzene boronic acid), ClC1=NC=CN=C1 (2-chloropyrazine). The product is ClC=1C2=C(SC1C(=O)N(C1CCC(CC1)N(C(OC(C)(C)C)=O)C)CC1=C(C=CC(=C1)C1=NC=CN=C1)OC)C(=CC=C2F)F (tert-Butyl {4-[(3-chloro-4,7-difluoro-benzo[b]thiophene-2-carbonyl)-(2-methoxy-5-pyrazin-2-yl-benzyl)-amino]-cyclohexyl}-methyl-carbamate). RXN SMILES: [C:1]([N:8]([CH3:42])[CH:9]1[CH2:14][CH2:13][CH:12]([N:15]([CH2:30][C:31]2[CH:32]=[C:33](B(O)O)[CH:34]=[CH:35][C:36]=2[O:37][CH3:38])[C:16]([C:18]2[S:22][C:21]3[C:23]([F:28])=[CH:24][CH:25]=[C:26]([F:27])[C:20]=3[C:19]=2[Cl:29])=[O:17])[CH2:11][CH2:10]1)([O:3][C:4]([CH3:7])([CH3:6])[CH3:5])=[O:2].Cl[C:44]1[CH:49]=[N:48][CH:47]=[CH:46][N:45]=1>>[Cl:29][C:19]1[C:20]2[C:26]([F:27])=[CH:25][CH:24]=[C:23]([F:28])[C:21]=2[S:22][C:18]=1[C:16]([N:15]([CH2:30][C:31]1[CH:32]=[C:33]([C:44]2[CH:49]=[N:48][CH:47]=[CH:46][N:45]=2)[CH:34]=[CH:35][C:36]=1[O:37][CH3:38])[CH:12]1[CH2:11][CH2:10][CH:9]([N:8]([CH3:42])[C:1](=[O:2])[O:3][C:4]([CH3:6])([CH3:5])[CH3:7])[CH2:14][CH2:13]1)=[O:17]. Procedure details: Boronic acid 9 (201 mg, 0.32 mmol) is coupled to 2-chloropyrazine (50 μL, 0.35 mmol) using Method B to give the title compound.